Dataset: the Open Reaction Database (ORD), a public repository of structured organic reaction records. Task: describe an organic reaction: reactants, conditions, products, and yield Reactants: C(C=C)OC(=O)O[C@H](C)[C@@H]1[C@@H]2N(C(=C([C@@H]2C)CO)C(=O)OCC=C)C1=O (allyl (1S,5R,6S)-6-[(1R)-1-allyloxycarbonyloxyethyl]-2-hydroxymethyl-1-methyl-1-carbapen-2-em-3-carboxylate), OCC1=C(N2C(S1)=CN=C2)C (2-hydroxymethyl-3-methylimidazo[5,1-b]thiazole). Product: O[C@H](C)[C@@H]1[C@@H]2N(C(=C([C@@H]2C)CN2C=[N+]3C(SC(=C3C)CO)=C2)C(=O)[O-])C1=O ((1S,5R,6S)-6-[(1R)-1-hydroxyethyl]-2-(2-hydroxymethyl-3-methylimidazo[5,1-b]thiazolium-6-yl)methyl-1-methyl-1-carbapen-2-em-3-carboxylate). Isolated yield 6.4%. Reaction SMILES: C(OC([O:7][C@@H:8]([C@H:10]1[C:25](=[O:26])[N:12]2[C:13]([C:19]([O:21]CC=C)=[O:20])=[C:14]([CH2:17]O)[C@H:15]([CH3:16])[C@H:11]12)[CH3:9])=O)C=C.[OH:27][CH2:28][C:29]1[S:33][C:32]2=[CH:34][N:35]=[CH:36][N:31]2[C:30]=1[CH3:37]>>[OH:7][C@@H:8]([C@H:10]1[C:25](=[O:26])[N:12]2[C:13]([C:19]([O-:21])=[O:20])=[C:14]([CH2:17][N:35]3[CH:34]=[C:32]4[S:33][C:29]([CH2:28][OH:27])=[C:30]([CH3:37])[N+:31]4=[CH:36]3)[C@H:15]([CH3:16])[C@H:11]12)[CH3:9]. Procedure: The same procedure as in Example 1 was repeated except that 135 mg of allyl (1S,5R,6S)-6-[(1R)-1-allyloxycarbonyloxyethyl]-2-hydroxymethyl-1-methyl-1-carbapen-2-em-3-carboxylate and 186 mg of 2-hydroxymethyl-3-methylimidazo[5,1-b]thiazole were used, thereby obtaining 9.3 mg of the title compound. Reaction SMILES: [CH:36]1([N:37]=[C:38]=[N:39][CH:40]2[CH2:41][CH2:42][CH2:43][CH2:44][CH2:45]2)[CH2:46][CH2:47][CH2:48][CH2:49][CH2:50]1.[Cl:51][CH2:52][Cl:53].[N:26]1([CH2:33][CH2:34][OH:35])[CH2:27][CH2:28][NH:29][CH2:30][CH2:31][CH2:32]1.[o:1]1[c:2](-[c:10]2[c:11](-[c:16]3[c:17]([CH3:25])[c:18]([C:22](=[O:23])[OH:24])[n:19][n:20]3[CH3:21])[cH:12][cH:13][cH:14][cH:15]2)[cH:3][c:4]2[c:5]1[cH:6][cH:7][cH:8][cH:9]2>>[o:1]1[c:2](-[c:10]2[c:11](-[c:16]3[c:17]([CH3:25])[c:18]([C:22](=[O:24])[N:29]4[CH2:28][CH2:27][N:26]([CH2:33][CH2:34][OH:35])[CH2:32][CH2:31][CH2:30]4)[n:19][n:20]3[CH3:21])[cH:12][cH:13][cH:14][cH:15]2)[cH:3][c:4]2[c:5]1[cH:6][cH:7][cH:8][cH:9]2. Reactants: C(=NC1CCCCC1)=NC1CCCCC1, ClCCl, OCCN1CCCNCC1, Cc1c(C(=O)O)nn(C)c1-c1ccccc1-c1cc2ccccc2o1. The product is Cc1c(C(=O)N2CCCN(CCO)CC2)nn(C)c1-c1ccccc1-c1cc2ccccc2o1. The reactants are BrC1=CC=C(C=C1)C(C)=O (1-(4-bromophenyl)ethanone), CC(C)(C)[S@](=O)N ((S)-2-methylpropane-2-sulfinamide). The reagents and catalysts are CC(C)O[Ti](OC(C)C)(OC(C)C)OC(C)C (Ti(OiPr)4). Run in C1CCOC1 (THF). Product: BrC1=CC=C(C=C1)\C(\C)=N\[S@@](=O)C(C)(C)C ((S,E)-N-(1-(4-bromophenyl)ethylidene)-2-methylpropane-2-sulfinamide). Reaction SMILES: [Br:1][C:2]1[CH:7]=[CH:6][C:5]([C:8](=O)[CH3:9])=[CH:4][CH:3]=1.[CH3:11][C:12]([S@@:15]([NH2:17])=[O:16])([CH3:14])[CH3:13]>C1COCC1.CC(O[Ti](OC(C)C)(OC(C)C)OC(C)C)C>[Br:1][C:2]1[CH:7]=[CH:6][C:5](/[C:8](=[N:17]/[S@:15]([C:12]([CH3:14])([CH3:13])[CH3:11])=[O:16])/[CH3:9])=[CH:4][CH:3]=1. Procedure details: To a solution of 1-(4-bromophenyl)ethanone (2.0 g, 10 mmol) and (S)-2-methylpropane-2-sulfinamide (1.2 g, 10 mmol) in THF (20 mL) was added Ti(OiPr)4 (5 mL). The reaction mixture was refluxed overnight. The mixture was quenched with sat. NH4Cl solution and diluted with EtOAc. The mixture was filtered through a pad of Celite and washed with EtOAc. The layers were separated and the organic layer was washed with brine, dried and concentrated to give the titled compound. Reactants: C(CCCN)N (1,4-butanediamine), C(C1=CC=CC=C1)OC(=O)SC1=NC(=CC(=N1)C)C (S-benzyloxycarbonyl-4,6-dimethyl-2-mercaptopyrimidine). Solvent: CO (methanol). Reaction conditions: time 3 hour. The product is C(C1=CC=CC=C1)OC(=O)NCCCCN (mono-N-benzyloxycarbonyl-1,4-butanediamine). The yield is 22.5%. RXN SMILES: [CH2:1]([NH2:6])[CH2:2][CH2:3][CH2:4][NH2:5].[CH2:7]([O:14][C:15](SC1N=C(C)C=C(C)N=1)=[O:16])[C:8]1[CH:13]=[CH:12][CH:11]=[CH:10][CH:9]=1>CO>[CH2:7]([O:14][C:15]([NH:5][CH2:4][CH2:3][CH2:2][CH2:1][NH2:6])=[O:16])[C:8]1[CH:13]=[CH:12][CH:11]=[CH:10][CH:9]=1. Reported procedure: Into 30 mL of 50% aqueous methanol, was dissolved 1.76 g (20 mmoles) of 1,4-butanediamine followed by the addition of 5.48 g (20 mmoles) of S-benzyloxycarbonyl-4,6-dimethyl-2-mercaptopyrimidine (a product of Kokusan Kagaku Co.). The mixture was stirred for 3 hours. Thereafter, the reaction mixture was filtered to remove the precipitated di-N-benzyloxycarbonyl compound [2.09 g (29%) were recovered], and the filtrate was evaporated to dryness. The residue was dissolved in 250 mL of chloroform, was... Starting materials: ClC1=C(C(=CC=2C(CNCCC21)C2=CC=CC=C2)OC)OC (6-chloro-7,8-dimethoxy-1-phenyl-2,3,4,5-tetrahydro-1H-3-benzazepine), C(CCC)Br (n-butyl bromide), [OH-].[K+] (potassium hydroxide). Run in CO (methanol). Product: C(CCC)N1CCC2=C(C(C1)C1=CC=CC=C1)C=C(C(=C2Cl)OC)OC (3-n-butyl-6-chloro-7,8-dimethoxy-1-phenyl-2,3,4,5-tetrahydro-1H-3-benzazepine). As a reaction SMILES: [Cl:1][C:2]1[C:12]2[CH2:11][CH2:10][NH:9][CH2:8][CH:7]([C:13]3[CH:18]=[CH:17][CH:16]=[CH:15][CH:14]=3)[C:6]=2[CH:5]=[C:4]([O:19][CH3:20])[C:3]=1[O:21][CH3:22].[CH2:23](Br)[CH2:24][CH2:25][CH3:26].[OH-].[K+]>CO>[CH2:23]([N:9]1[CH2:8][CH:7]([C:13]2[CH:18]=[CH:17][CH:16]=[CH:15][CH:14]=2)[C:6]2[CH:5]=[C:4]([O:19][CH3:20])[C:3]([O:21][CH3:22])=[C:2]([Cl:1])[C:12]=2[CH2:11][CH2:10]1)[CH2:24][CH2:25][CH3:26] |f:2.3|. Procedure: A mixture of 4.5 g of 6-chloro-7,8-dimethoxy-1-phenyl-2,3,4,5-tetrahydro-1H-3-benzazepine, 0.02 ml of n-butyl bromide and 0.02 mol of potassium hydroxide is dissolved in 120 ml of dry methanol and refluxed for 48 hours. The reaction mixture is evaporated to dryness, taken up in ethyl acetate and filtered to remove inorganic salts. The filtrate is washed with water, dried and evaporated to give 3-n-butyl-6-chloro-7,8-dimethoxy-1-phenyl-2,3,4,5-tetrahydro-1H-3-benzazepine. Reactants: [N+](=O)([O-])C1=CC2=NC=3CCCCC3N=C2C=C1 (6,7,8,9-tetrahydro-2-nitrophenazine), [H][H] (hydrogen). The reagents and catalysts are [Pd] (Pd/C). The solvent is stainless steel. The product is C1=C(C=CC2=NC=3CCCCC3N=C12)N (6,7,8,9-Tetrahydro-2-phenazinamine). Yield: 94.0%. RXN SMILES: [N+:1]([C:4]1[CH:17]=[CH:16][C:15]2[C:6](=[N:7][C:8]3[CH2:9][CH2:10][CH2:11][CH2:12][C:13]=3[N:14]=2)[CH:5]=1)([O-])=O.[H][H]>[Pd]>[CH:5]1[C:6]2[C:15](=[N:14][C:13]3[CH2:12][CH2:11][CH2:10][CH2:9][C:8]=3[N:7]=2)[CH:16]=[CH:17][C:4]=1[NH2:1]. Reported procedure: A 18.0 g (0.078 mole) portion of 6,7,8,9-tetrahydro-2-nitrophenazine and 5 g of 5% Pd/C (50% H2O) were placed in a 1.7 liter stainless steel pressure bottle and subjected to hydrogenation at 40 psig. The hydrogen uptake was 18 lb (theory 17 lb). The reaction mixture was then filtered and concentrated. The filtrate was then concentrated to 1/3 volume, refrigerated, filtered, air dried, and dried to a constant weight at 60° to give 15 g (94%) of a yellow solid, m.p. 150°-152°. Starting materials: C(N)(OC)=O (methyl carbamate), N1C(CCC1)=O (pyrrolidone). The reagents and catalysts are TK-1 tin, CCCCCCCCCCN(C)CCCCCCCCCC (DAMA-10). Solvent: CO (methanol). Conditions: temperature 140 celsius, time 15 minute. The product is NC(=O)N.N1C(CCC1)=O (Pyrrolidone Urea). Yield: 47.3%. RXN SMILES: [C:1](=[O:5])(OC)[NH2:2].[NH:6]1[CH2:10][CH2:9][CH2:8][C:7]1=[O:11]>CCCCCCCCCCN(CCCCCCCCCC)C.CO>[NH2:6][C:1]([NH2:2])=[O:5].[NH:6]1[CH2:10][CH2:9][CH2:8][C:7]1=[O:11] |f:4.5|. Procedure: A mixture containing 50 g (0.67 mole) of methyl carbamate, 272 g (3.20 moles) of pyrrolidone, 2.4 g of TK-1 tin catalyst, and 2.4 g of DAMA-10 was heated at 140° C. under 40-50 mm Hg pressure for 3.5 hours. The methanol produced by the reaction was collected in a dry ice-acetone trap during the reaction. The reaction mixture was then analyzed with GLC (internal standard method). The results indicated that the yield of pyrrolidone urea was 85% based on methyl carbamate charged, and 10% of the sta...